This data is from the Open Reaction Database (ORD), a public repository of structured organic reaction records. The task is: describe an organic reaction: reactants, conditions, products, and yield Reactants: NC1=NC(=C(C(=N1)N)C#N)N[C@@H](C)C1=NC2=C(C=C(C=C2C(N1C1=CC(=CC=C1)F)=O)F)I ((S)-2,4-diamino-6-((1-(6-fluoro-3-(3-fluorophenyl)-8-iodo-4-oxo-3,4-dihydroquinazolin-2-yl)ethyl)amino)pyrimidine-5-carbonitrile), cuprous cyanide, tetrakis(triphenylphosphine)Pd(0), CN1CCCC1=O (NMP). The product is NC1=NC(=C(C(=N1)N[C@@H](C)C1=NC2=C(C=C(C=C2C(N1C1=CC(=CC=C1)F)=O)F)C#N)C#N)N ((S)-2-(1-((2,6-diamino-5-cyanopyrimidin-4-yl)amino)ethyl)-6-fluoro-3-(3-fluorophenyl)-4-oxo-3,4-dihydroquinazoline-8-carbonitrile). RXN SMILES: [NH2:1][C:2]1[N:7]=[C:6]([NH2:8])[C:5]([C:9]#[N:10])=[C:4]([NH:11][C@H:12]([C:14]2[N:23]([C:24]3[CH:29]=[CH:28][CH:27]=[C:26]([F:30])[CH:25]=3)[C:22](=[O:31])[C:21]3[C:16](=[C:17](I)[CH:18]=[C:19]([F:32])[CH:20]=3)[N:15]=2)[CH3:13])[N:3]=1.[CH3:34][N:35]1C(=O)CCC1>>[NH2:1][C:2]1[N:3]=[C:4]([NH:11][C@H:12]([C:14]2[N:23]([C:24]3[CH:29]=[CH:28][CH:27]=[C:26]([F:30])[CH:25]=3)[C:22](=[O:31])[C:21]3[C:16](=[C:17]([C:34]#[N:35])[CH:18]=[C:19]([F:32])[CH:20]=3)[N:15]=2)[CH3:13])[C:5]([C:9]#[N:10])=[C:6]([NH2:8])[N:7]=1. Procedure details: To a solution of (S)-2,4-diamino-6-((1-(6-fluoro-3-(3-fluorophenyl)-8-iodo-4-oxo-3,4-dihydroquinazolin-2-yl)ethyl)amino)pyrimidine-5-carbonitrile (560 mg, 1.0 mmol) in NMP (4 mL) was added cuprous cyanide (2.0 mmol, 180 mg) and tetrakis(triphenylphosphine)Pd(0) (0.10 mmol, 120 mg). The mixture was irradiated in microwave reactor at 150° C. for one hour. Purification by flash chromatography (40 g flash silica, 30% EtOAc/Hexanes to 20% MeOH/EtOAc), followed by HPLC eluting with 5%-95% water/aceton... Starting materials: O (water), [OH-].[K+] (KOH), C(=O)(OC(C)(C)C)NC(COC1C(CCC1(C)C)(C)C)(C)C (N-Boc-1-(2-amino-2-methylpropoxy)-2,2,5,5-tetramethyl cyclopentane). Solvent: FC(C(=O)O)(F)F (trifluoroacetic acid). Reaction conditions: time 8 hour. The product is NC(COC1C(CCC1(C)C)(C)C)(C)C (1-(2-amino-2-methylpropoxy)-2,2,5,5-tetramethylcyclopentane). Reaction SMILES: C([NH:8][C:9]([CH3:22])([CH3:21])[CH2:10][O:11][CH:12]1[C:16]([CH3:18])([CH3:17])[CH2:15][CH2:14][C:13]1([CH3:20])[CH3:19])(OC(C)(C)C)=O.O.[OH-].[K+]>FC(F)(F)C(O)=O>[NH2:8][C:9]([CH3:22])([CH3:21])[CH2:10][O:11][CH:12]1[C:16]([CH3:18])([CH3:17])[CH2:15][CH2:14][C:13]1([CH3:20])[CH3:19] |f:2.3|. Procedure details: N-Boc-1-(2-amino-2-methylpropoxy)-2,2,5,5-tetramethyl cyclopentane is dissolved in trifluoroacetic acid and stirred overnight. The solution is poured into water and neutralized with 20% aqueous KOH. The mixture is extracted with ethyl acetate, dried over MgSO4, filtered and evaporated to give 1-(2-amino-2-methylpropoxy)-2,2,5,5-tetramethylcyclopentane. The reactants are Cl.CN1C(=C(C2=CC(=CC=C12)Cl)C1=C(C=CC=C1)Cl)CN (1-methyl-2-aminomethyl-3-o-chlorophenyl-5-chloroindole hydrochloride), C(=O)(OCC1=CC=CC=C1)N[C@@H](CC1=CC=CC=C1)C(=O)O (N-carbobenzoxy-phenylalanine), S(=O)(Cl)Cl (thionyl chloride), resultant mixture, resultant mixture, C([O-])(O)=O.[Na+] (sodium bicarbonate). Solvent: CCOCC (ether), CN(P(N(C)C)(N(C)C)=O)C (hexamethylphosphoric triamide), C(C)N(CC)CC (triethylamine), CCOCC (ether). Reaction conditions: time 8 hour. Product: CN1C(=C(C2=CC(=CC=C12)Cl)C1=C(C=CC=C1)Cl)CNC([C@@H](NC(=O)OCC1=CC=CC=C1)CC1=CC=CC=C1)=O (1-methyl-2-(Nα -carbobenzoxy-phenylalanylaminomethyl)-3-o-chlorophenyl-5-chloroindole). Isolated yield 53.6%. RXN SMILES: [C:1]([NH:11][C@H:12]([C:20]([OH:22])=O)[CH2:13][C:14]1[CH:19]=[CH:18][CH:17]=[CH:16][CH:15]=1)([O:3][CH2:4][C:5]1[CH:10]=[CH:9][CH:8]=[CH:7][CH:6]=1)=[O:2].S(Cl)(Cl)=O.Cl.[CH3:28][N:29]1[C:37]2[C:32](=[CH:33][C:34]([Cl:38])=[CH:35][CH:36]=2)[C:31]([C:39]2[CH:44]=[CH:43][CH:42]=[CH:41][C:40]=2[Cl:45])=[C:30]1[CH2:46][NH2:47].C(=O)(O)[O-].[Na+]>CN(C)P(=O)(N(C)C)N(C)C.CCOCC.C(N(CC)CC)C>[CH3:28][N:29]1[C:37]2[C:32](=[CH:33][C:34]([Cl:38])=[CH:35][CH:36]=2)[C:31]([C:39]2[CH:44]=[CH:43][CH:42]=[CH:41][C:40]=2[Cl:45])=[C:30]1[CH2:46][NH:47][C:20](=[O:22])[C@H:12]([CH2:13][C:14]1[CH:15]=[CH:16][CH:17]=[CH:18][CH:19]=1)[NH:11][C:1]([O:3][CH2:4][C:5]1[CH:6]=[CH:7][CH:8]=[CH:9][CH:10]=1)=[O:2] |f:2.3,4.5|. Procedure: To a solution of N-carbobenzoxy-phenylalanine (3 g) in hexamethylphosphoric triamide (16 ml), thionyl chloride (1.2 g) is added dropwise at -6° to -2° C. in 5 minutes, and the resultant mixture is stirred at -6° to -8° C. for 10 minutes. To the mixture, a suspension of 1-methyl-2-aminomethyl-3-o-chlorophenyl-5-chloroindole hydrochloride (3.52 g) in ether (15 ml) previously treated with triethylamine is added, and the resultant mixture is allowed to stand at room temperature overnight. The reacti... Starting materials: O=C([O-])[O-], Cl, CC(C)(Cc1ccc(F)c(C(F)(F)F)c1)NC=O, [K+], [K+], O. Yields the product CC(C)(N)Cc1ccc(F)c(C(F)(F)F)c1. Reaction SMILES: [C:20](=[O:21])([O-:22])[O-:23].[ClH:19].[F:1][c:2]1[c:3]([C:15]([F:16])([F:17])[F:18])[cH:4][c:5]([CH2:8][C:9]([CH3:10])([CH3:11])[NH:12][CH:13]=[O:14])[cH:6][cH:7]1.[K+:24].[K+:25].[OH2:26]>>[F:1][c:2]1[c:3]([C:15]([F:16])([F:17])[F:18])[cH:4][c:5]([CH2:8][C:9]([CH3:10])([CH3:11])[NH2:12])[cH:6][cH:7]1. Starting materials: CNC1CCCCC1 (N-methylcyclohexylamine), Cl (hydrochloric acid), N(=O)[O-].[Na+] (sodium nitrite), [OH-].[Na+] (sodium hydroxide), C(=N)(N)S(=O)O (formamidine sulfinic acid). Run in O (water), CO (methanol). Run at time 2 hour. Yields the product CN(N)C1CCCCC1 (1-methyl-1-cyclohexylhydrazine). Yield: 51.9%. RXN SMILES: [CH3:1][NH:2][CH:3]1[CH2:8][CH2:7][CH2:6][CH2:5][CH2:4]1.Cl.[N:10]([O-])=O.[Na+].[OH-].[Na+].C(S(O)=O)(N)=N>CO.O>[CH3:1][N:2]([CH:3]1[CH2:8][CH2:7][CH2:6][CH2:5][CH2:4]1)[NH2:10] |f:2.3,4.5|. Reported procedure: To a solution of N-methylcyclohexylamine (17 g) in a 6N aqueous hydrochloric acid solution (90 ml) is added dropwise an aqueous solution (60 ml) of sodium nitrite (20.7 g) at 60° C. The mixture is stirred at the same temperature for 2 hours, and diluted with methanol (300 ml). To the mixture are added an aqueous solution (100 ml) of sodium hydroxide (45 g) and formamidine sulfinic acid (39 g). The mixture is refluxed for 2 hours, and diluted with water (400 ml). The mixture is extracted three ti... Reactants: ClCC(=O)Cl (chloroacetyl chloride), COC1=C(C=CC=C1)NC1CC(=O)OC1 (3-(N-2-methoxyphenylamino)-gamma-butyrolactone), N1=CC=CC=C1 (pyridine). Solvent: C(C)(=O)OCC (ethyl acetate), O (water). Reaction conditions: temperature 46 celsius, time 15 minute. Yields the product ClCC(=O)N(C1=C(C=CC=C1)OC)C1CC(=O)OC1 (3-(N-chloroacetyl-N-2-methoxyphenylamino)-gamma-butyrolactone). Reaction SMILES: [Cl:1][CH2:2][C:3](Cl)=[O:4].[CH3:6][O:7][C:8]1[CH:13]=[CH:12][CH:11]=[CH:10][C:9]=1[NH:14][CH:15]1[CH2:20][O:19][C:17](=[O:18])[CH2:16]1.N1C=CC=CC=1>C(OCC)(=O)C.O>[Cl:1][CH2:2][C:3]([N:14]([CH:15]1[CH2:20][O:19][C:17](=[O:18])[CH2:16]1)[C:9]1[CH:10]=[CH:11][CH:12]=[CH:13][C:8]=1[O:7][CH3:6])=[O:4]. Reported procedure: A 5.4 g (0.044 mol) sample of chloroacetyl chloride was added dropwise to a solution of 9 g (0.044 mol) 3-(N-2-methoxyphenylamino)-gamma-butyrolactone and 3.8 g (0.048mol) pyridine in 150 ml ethyl acetate at 37°-46° C. After stirring at 46° C for 15 minutes, the reaction mixture was cooled and diluted with water. The organic layer was separated, washed with 10% aqueous sodium bicarbonate, washed with water, dried over magnesium sulfate and evaporated under reduced pressure to give the product, a...